The task is: describe an organic reaction: reactants, conditions, products, and yield. This data is from the Open Reaction Database (ORD), a public repository of structured organic reaction records. Reactants: C=CC(=O)OC, CC(=O)CCCC(=O)O. Reaction SMILES: [C:1]([CH:2]=[CH2:3])(=[O:4])[O:5][CH3:6].[O:7]=[C:8]([CH2:9][CH2:10][CH2:11][C:12]([OH:13])=[O:14])[CH3:15]>>[C:1]([CH2:2][CH2:3][CH2:9][C:8](=[O:7])[CH3:15])(=[O:4])[O:5][CH3:6]. The product is COC(=O)CCCC(C)=O. The reactants are CC(C)Oc1ccc(N)cn1, O=C(O)c1cccc(S(=O)(=O)N2CCCCC2)c1. The product is CC(C)Oc1ccc(NC(=O)c2cccc(S(=O)(=O)N3CCCCC3)c2)cn1. Reaction SMILES: [CH:19]([CH3:20])([CH3:21])[O:22][c:23]1[cH:24][cH:25][c:26]([NH2:29])[cH:27][n:28]1.[N:1]1([S:7](=[O:8])(=[O:9])[c:10]2[cH:11][c:12]([C:13](=[O:14])[OH:15])[cH:16][cH:17][cH:18]2)[CH2:2][CH2:3][CH2:4][CH2:5][CH2:6]1>>[N:1]1([S:7](=[O:8])(=[O:9])[c:10]2[cH:11][c:12]([C:13](=[O:15])[NH:29][c:26]3[cH:25][cH:24][c:23]([O:22][CH:19]([CH3:20])[CH3:21])[n:28][cH:27]3)[cH:16][cH:17][cH:18]2)[CH2:2][CH2:3][CH2:4][CH2:5][CH2:6]1. Starting materials: FC1=CC=C(C=C1)C(\C(\C1=NC(=NC=C1)SC)=N/O)=O ((Z)-1-(4-fluorophenyl)-2-(hydroxyimino)-2-(2-(methylthio)pyrimidin-4-yl)ethanone), C(C)(=O)[O-].[NH4+] (ammonium acetate), C(C1=CC=CC=C1)=O (benzaldehyde). Run in C(C)(=O)O (acetic acid). Reaction conditions: time 3 hour. The product is title compound, FC1=CC=C(C=C1)C=1N=C(NC1C1=NC(=NC=C1)SC)C1=CC=CC=C1 (4-(4-(4-fluorophenyl)-2-phenyl-1H-imidazol-5-yl)-2-(methylthio)pyrimidine). The yield is 24.1%. RXN SMILES: [F:1][C:2]1[CH:7]=[CH:6][C:5]([C:8](=O)/[C:9](=[N:18]\O)/[C:10]2[CH:15]=[CH:14][N:13]=[C:12]([S:16][CH3:17])[N:11]=2)=[CH:4][CH:3]=1.C([O-])(=O)C.[NH4+:25].[CH:26](=O)[C:27]1[CH:32]=[CH:31][CH:30]=[CH:29][CH:28]=1>C(O)(=O)C>[F:1][C:2]1[CH:7]=[CH:6][C:5]([C:8]2[N:25]=[C:26]([C:27]3[CH:32]=[CH:31][CH:30]=[CH:29][CH:28]=3)[NH:18][C:9]=2[C:10]2[CH:15]=[CH:14][N:13]=[C:12]([S:16][CH3:17])[N:11]=2)=[CH:4][CH:3]=1 |f:1.2|. Procedure: A mixture of (Z)-1-(4-fluorophenyl)-2-(hydroxyimino)-2-(2-(methylthio)pyrimidin-4-yl)ethanone (0.5 g), ammonium acetate (2.7 g) and benzaldehyde (0.2 g) in acetic acid (11 mL) are heated under reflux for 4 h, cooled to room temperature and the majority of the solvent evaporated. The residue is partitioned between ice-cold saturated aqueous sodium hydrogen carbonate and ethyl acetate. The layers are separated and the aqueous phase is extracted with ethyl acetate. The combined organic phases are d... Reactants: NC1=C(C(=O)N)C=CC=N1 (2-Amino-nicotinamide), C[Si](O[Si](C)(C)C)(C)C (hexamethyldisiloxane), P12(=S)SP3(=S)SP(=S)(S1)SP(=S)(S2)S3 (phosphorus pentasulfide). Run in CN(P(=O)(N(C)C)N(C)C)C (hexamethylphosphoramide). Run at temperature 110 celsius, time 18 hour. Product: NC1=C(C(=S)N)C=CC=N1 (2-Amino-thionicotinamide). Isolated yield 88.6%. Reaction SMILES: [NH2:1][C:2]1[N:10]=[CH:9][CH:8]=[CH:7][C:3]=1[C:4]([NH2:6])=O.C[Si](C)(C)O[Si](C)(C)C.P12(SP3(SP(SP(S3)(S1)=S)(=S)S2)=S)=[S:21]>CN(C)P(N(C)C)(N(C)C)=O>[NH2:1][C:2]1[N:10]=[CH:9][CH:8]=[CH:7][C:3]=1[C:4]([NH2:6])=[S:21]. Reported procedure: 2-Amino-nicotinamide (1.6 g) described in Manufacturing Example 14-1, hexamethyldisiloxane (3.2 g), phosphorus pentasulfide (950 mg), and hexamethylphosphoramide (13 mL) were stirred for 18 hours at 110° C. The reaction solution was passed through a glass filter (eluted with ethyl acetate) lined with NH-silica gel and silica gel in a 1:1 ratio. The eluate was purified by NH silica gel column chromatography (heptane:ethyl acetate=1:1) to obtain the titled compound (290 mg). Reactants: [Si]([O-])([O-])([O-])[O-].[Na+].[Na+].[Na+].[Na+] (sodium silicate), SiO2 Na2O. Reagents/catalysts: [Fe] (iron). Run in O (H2O). Reaction conditions: temperature 75 celsius, time 45 minute. Yields the product O.O.O.O.O.[O-][Si](=O)[O-].[Na+].[Na+] (sodium metasilicate pentahydrate). Reaction SMILES: [Si:1]([O-])([O-:4])([O-:3])[O-:2].[Na+:6].[Na+].[Na+].[Na+]>[Fe].O>[OH2:2].[OH2:2].[OH2:2].[OH2:2].[OH2:2].[O-:3][Si:1]([O-:4])=[O:2].[Na+:6].[Na+:6] |f:0.1.2.3.4,7.8.9.10.11.12.13.14|. Reported procedure: A sodium metasilicate pentahydrate liquor was prepared by blending a sodium silicate solution with an SiO2 /Na2O ratio of 3.22 with caustic solution. The mole ratio of Na2O: O:SiO2 :H2O of the liquor was 0.99:1.00:4.97 and the liquor was maintained at 75°C to prevent any crystallization until the test was started. The liquor (97.5 pbw) was cooled to 70°C and 2.5 pbw of seed particles were added. The seed was less than 200 mesh and had a composition similar to the liquor. The temperature of the l...